Dataset: the Open Reaction Database (ORD), a public repository of structured organic reaction records. Task: describe an organic reaction: reactants, conditions, products, and yield Reactants: BrCC1=C(C=C(C(=O)O)C=C1)[N+](=O)[O-] (4-Bromomethyl-3-nitrobenzoic acid), C([O-])([O-])=O.[Na+].[Na+] (sodium carbonate). Solvent: O (water), CC(=O)C (acetone). Product: OCC1=C(C=C(C(=O)O)C=C1)[N+](=O)[O-] (4-hydroxymethyl-3-nitrobenzoic acid). Isolated yield 95.7%. RXN SMILES: Br[CH2:2][C:3]1[CH:11]=[CH:10][C:6]([C:7]([OH:9])=[O:8])=[CH:5][C:4]=1[N+:12]([O-:14])=[O:13].C(=O)([O-])[O-:16].[Na+].[Na+]>O.CC(C)=O>[OH:16][CH2:2][C:3]1[CH:11]=[CH:10][C:6]([C:7]([OH:9])=[O:8])=[CH:5][C:4]=1[N+:12]([O-:14])=[O:13] |f:1.2.3|. Procedure details: 4-Bromomethyl-3-nitrobenzoic acid (3.00 g, 11.5 mmol) and sodium carbonate (6.12 g, 57.7 mmol) were dissolved in water (40 mL) and acetone (40 mL). The reaction mixture was refluxed for 4 hours and then concentrated under reduced pressure to remove acetone. The residue was washed with diethyl ether three times. The aqueous layer was acidified with 6M hydrochloric acid, and then extracted with ethyl acetate three times. The combined organic layer was washed with water and brine, dried with sodium... RXN SMILES: [OH:1][C:2]1[CH:7]=[CH:6][C:5]([C:8](=[O:10])[CH3:9])=[CH:4][CH:3]=1.[OH-:11].[Na+].C(Cl)(Cl)Cl>CC(C)=O>[C:8]([C:5]1[CH:6]=[CH:7][C:2]([O:1][C:5]([CH3:6])([CH3:4])[C:8]([OH:10])=[O:11])=[CH:3][CH:4]=1)(=[O:10])[CH3:9] |f:1.2|. Solvent: CC(=O)C (acetone). Reactants: OC1=CC=C(C=C1)C(C)=O (p-hydroxyacetophenone), ( d ), [OH-].[Na+] (sodium hydroxide), C(Cl)(Cl)Cl (chloroform). Procedure details: 2-(p-Acetylphenoxy)-2-methylpropionic acid was prepared from 545 g. of p-hydroxyacetophenone, 960 g. of sodium hydroxide and 715 g. of chloroform in 11 liters of acetone according to the procedure described above in Example 1, part (d). The product was recrystallized from carbon tetrachloride and from isopropyl acetate to give 2-(p-acetylphenoxy)-2-methylpropionic acid as a pale cream solid, m.p. 108°-110°C. Yields the product C(C)(=O)C1=CC=C(OC(C(=O)O)(C)C)C=C1 (2-(p-acetylphenoxy)-2-methylpropionic acid). Starting materials: C(C)(C)(C)OC(=O)N1CC(CC1)NC(=O)C=1SC=CC1NC1=C2C(=NC=C1)NC=C2 (3-{[3-(1H-Pyrrolo[2,3-b]pyridin-4-ylamino)-thiophene-2-carbonyl]-amino}-pyrrolidine-1-carboxylic acid tert-butyl ester), C(C1=CC=CC=C1)NCCN (N-benzylethylenediamine), CC1=CC(=C(S1)C(=O)O)NC1=C2C(=NC=C1)NC=C2 (5-Methyl-3-(1H-pyrrolo[2,3-b]pyridin-4-ylamino)-thiophene-2-carboxylic acid). The product is C(C1=CC=CC=C1)NCCNC(=O)C=1SC(=CC1NC1=C2C(=NC=C1)NC=C2)C (5-Methyl-3-(1H-pyrrolo[2,3-b]pyridin-4-ylamino)-thiophene-2-carboxylic acid (2-benzylamino-ethyl)-amide). RXN SMILES: C(OC(N1CCC(NC(C2SC=CC=2NC2C=CN=C3NC=CC=23)=O)C1)=O)(C)(C)C.[CH2:31]([NH:38][CH2:39][CH2:40][NH2:41])[C:32]1[CH:37]=[CH:36][CH:35]=[CH:34][CH:33]=1.[CH3:42][C:43]1[S:47][C:46]([C:48](O)=[O:49])=[C:45]([NH:51][C:52]2[CH:57]=[CH:56][N:55]=[C:54]3[NH:58][CH:59]=[CH:60][C:53]=23)[CH:44]=1>>[CH2:31]([NH:38][CH2:39][CH2:40][NH:41][C:48]([C:46]1[S:47][C:43]([CH3:42])=[CH:44][C:45]=1[NH:51][C:52]1[CH:57]=[CH:56][N:55]=[C:54]2[NH:58][CH:59]=[CH:60][C:53]=12)=[O:49])[C:32]1[CH:37]=[CH:36][CH:35]=[CH:34][CH:33]=1. Procedure: This compound was prepared in an analogous manner as 3-{[3-(1H-Pyrrolo[2,3-b]pyridin-4-ylamino)-thiophene-2-carbonyl]-amino}-pyrrolidine-1-carboxylic acid tert-butyl ester using N-benzylethylenediamine instead of 1-BOC-3-aminopyrrolidine and 5-Methyl-3-(1H-pyrrolo[2,3-b]pyridin-4-ylamino)-thiophene-2-carboxylic acid instead of 3-(1H-Pyrrolo[2,3-b]pyridin-4-ylamino)-thiophene-2-carboxylic acid. LCMS (ESI) 406 (M+H) 1H NMR (400 MHz, DMSO-d6) δ ppm 11.53 (1H, br. s.) 10.39 (1H, s) 8.02 (1H, d, J=5.... The reactants are O1CCOC12CCC(CC2)CCC2=CC=NC1=CC=C(C=C21)OC (4-[2-(1,4-dioxa-spiro[4.5]dec-8-yl)-ethyl]-6-methoxy-quinoline). Solvent: CC(=O)O.C1CCOC1.O (AcOH THF H2O). Yields the product COC=1C=C2C(=CC=NC2=CC1)CCC1CCC(CC1)=O (4-[2-(6-Methoxy-quinolin-4-yl)-ethyl]-cyclohexanone). Reaction SMILES: O1[C:5]2([CH2:10][CH2:9][CH:8]([CH2:11][CH2:12][C:13]3[C:22]4[C:17](=[CH:18][CH:19]=[C:20]([O:23][CH3:24])[CH:21]=4)[N:16]=[CH:15][CH:14]=3)[CH2:7][CH2:6]2)[O:4]CC1>CC(O)=O.C1COCC1.O>[CH3:24][O:23][C:20]1[CH:21]=[C:22]2[C:17](=[CH:18][CH:19]=1)[N:16]=[CH:15][CH:14]=[C:13]2[CH2:12][CH2:11][CH:8]1[CH2:9][CH2:10][C:5](=[O:4])[CH2:6][CH2:7]1 |f:1.2.3|. Procedure details: A solution of 4-[2-(1,4-dioxa-spiro[4.5]dec-8-yl)-ethyl]-6-methoxy-quinoline (0.77 g, 2.35 mmol) in AcOH/THF/H2O (3/2/2, 10 ml) was stirred at 60° C. for 10 hours. The reaction mixture was concentrated to dryness by rotary evaporation. The residue was diluted with EtOAc (100 ml), washed with NaHCO3 (100 ml), dried over MgSO4, filtered and concentrated to dryness by rotary evaporation. Reactants: Cl.C(C1=CC=CC=C1)N(C)CCN1C(NC2=C1C=CC=C2)=O (1-[2-(N-benzyl-N-methylamino)ethyl]-2-benzimidazolinone hydrochloride). The reagents and catalysts are [Pd] (palladium-on-carbon). The solvent is CO (methanol). The product is Cl.CNCCN1C(NC2=C1C=CC=C2)=O (1-[2-(methylamino)ethyl]-2-benzimidazolinone hydrochloride). Yield: 94.5%. Reaction SMILES: [ClH:1].[CH2:2]([N:9]([CH2:11][CH2:12][N:13]1[C:17]2[CH:18]=[CH:19][CH:20]=[CH:21][C:16]=2[NH:15][C:14]1=[O:22])C)C1C=CC=CC=1>CO.[Pd]>[ClH:1].[CH3:2][NH:9][CH2:11][CH2:12][N:13]1[C:17]2[CH:18]=[CH:19][CH:20]=[CH:21][C:16]=2[NH:15][C:14]1=[O:22] |f:0.1,4.5|. Reported procedure: 22.9 g (72 mmol) of 1-[2-(N-benzyl-N-methylamino)ethyl]-2-benzimidazolinone hydrochloride are dissolved in 250 ml of methanol, treated with 2.5 g of palladium-on-carbon (10%) and hydrogenated at room temperature for 90 minutes. The residue obtained after filtration and concentration is recrystallized from methanol/ether, whereby there are obtained 15.5 g (94%) of 1-[2-(methylamino)ethyl]-2-benzimidazolinone hydrochloride, m.p. 177°-180°.